From a dataset of the Open Reaction Database (ORD), a public repository of structured organic reaction records. describe an organic reaction: reactants, conditions, products, and yield Procedure: The title compound was prepared in a manner similar to Example 301 using 6-(4-(4-cyano-3-fluoro-2-methylphenyl)-5-hydroxy-1H-pyrazol-1-yl)nicotinic acid and pyrrolidine. 1H NMR (500 MHz, DMSO-d6) δ ppm 1.79-1.95 (m, 4H) 2.33 (d, J=2.44 Hz, 3H) 3.49 (t, J=5.61 Hz, 4H) 7.42-7.82 (m, 2H) 7.84-8.76 (m, 4H). ESI-MS m/z [M+H]+392.3. The reactants are C(#N)C1=C(C(=C(C=C1)C=1C=NN(C1O)C1=NC=C(C(=O)O)C=C1)C)F (6-(4-(4-cyano-3-fluoro-2-methylphenyl)-5-hydroxy-1H-pyrazol-1-yl)nicotinic acid), N1CCCC1 (pyrrolidine). Reaction SMILES: [C:1]([C:3]1[CH:8]=[CH:7][C:6]([C:9]2[CH:10]=[N:11][N:12]([C:15]3[CH:23]=[CH:22][C:18]([C:19](O)=[O:20])=[CH:17][N:16]=3)[C:13]=2[OH:14])=[C:5]([CH3:24])[C:4]=1[F:25])#[N:2].[NH:26]1[CH2:30][CH2:29][CH2:28][CH2:27]1>>[F:25][C:4]1[C:5]([CH3:24])=[C:6]([C:9]2[CH:10]=[N:11][N:12]([C:15]3[CH:23]=[CH:22][C:18]([C:19]([N:26]4[CH2:30][CH2:29][CH2:28][CH2:27]4)=[O:20])=[CH:17][N:16]=3)[C:13]=2[OH:14])[CH:7]=[CH:8][C:3]=1[C:1]#[N:2]. Product: FC1=C(C#N)C=CC(=C1C)C=1C=NN(C1O)C1=NC=C(C=C1)C(=O)N1CCCC1 (2-fluoro-4-(5-hydroxy-1-(5-(pyrrolidine-1-carbonyl)pyridin-2-yl)-1H-pyrazol-4-yl)-3-methylbenzonitrile). Starting materials: C(C)(=O)C1C(OC(C1)C)=O (3-acetyl-5-methyldihydro-2(3H)-furanone), [Na] (sodium), C1(CCCCC1)C=O (cyclohexanecarboxaldehyde). Solvent: C(C)OC(CC)OCC (propionaldehyde diethyl acetal). Product: C1(CCCCC1)C=C1C(OC(C1)C)=O (3-cyclohexylmethylene-5-methyldihydro-2(3H)-furanone). Yield: 97.8%. As a reaction SMILES: [C:1]([CH:4]1[CH2:8][CH:7]([CH3:9])[O:6][C:5]1=[O:10])(=O)[CH3:2].[Na].[CH:12]1(C=O)[CH2:17][CH2:16]C[CH2:14][CH2:13]1>C(OC(OCC)CC)C>[CH:2]1([CH:1]=[C:4]2[CH2:8][CH:7]([CH3:9])[O:6][C:5]2=[O:10])[CH2:16][CH2:17][CH2:12][CH2:13][CH2:14]1 |^1:10|. Procedure: Example I was repeated using propionaldehyde diethyl acetal as the azeotropic solvent for the reaction to produce the -alkylidene lactone. For this experiment 100 ml propionaldehyde diethyl acetal was charged to the reactor with 14.9 g (0.10 mole) 3-acetyl-5-methyldihydro-2(3H)-furanone. The mixture was stirred and 4 g (0.10 mole) powdered sodium hydroxyde added. The mixture was allowed to stir for 10 minutes and then heated to reflux for 51/2 hours after which time 14.0 g (0.125 mole) cyclohexa... Reactants: COC(=O)c1ccccc1CBr, CCOC(C)=O, Cc1ccccc1, CCCCCC, [K+], [K+], O=C([O-])[O-], NCc1ccc(-c2ccccc2)cc1. The product is O=C1c2ccccc2CN1Cc1ccc(-c2ccccc2)cc1. RXN SMILES: [CH3:1][O:2][C:3]([c:4]1[c:5]([CH2:10][Br:11])[cH:6][cH:7][cH:8][cH:9]1)=[O:12].[CH3:33][CH2:34][O:35][C:36](=[O:37])[CH3:38].[CH3:39][c:40]1[cH:41][cH:42][cH:43][cH:44][cH:45]1.[CH3:46][CH2:47][CH2:48][CH2:49][CH2:50][CH3:51].[K+:27].[K+:28].[O-:29][C:30]([O-:31])=[O:32].[c:13]1(-[c:21]2[cH:22][cH:23][cH:24][cH:25][cH:26]2)[cH:14][cH:15][c:16]([CH2:19][NH2:20])[cH:17][cH:18]1>>[C:3]1(=[O:12])[c:4]2[c:5]([cH:6][cH:7][cH:8][cH:9]2)[CH2:10][N:20]1[CH2:19][c:16]1[cH:15][cH:14][c:13](-[c:21]2[cH:22][cH:23][cH:24][cH:25][cH:26]2)[cH:18][cH:17]1. Reactants: N#CNC(=N)Oc1ccccc1, Cc1ccccc1, NC1CCCc2ccccc21, ClC(Cl)Cl, N=C(N)O. The product is N#CNC(=N)NC1CCCc2ccccc21. As a reaction SMILES: [C:1](#[N:2])[NH:3][C:4]([O:5][c:6]1[cH:7][cH:8][cH:9][cH:10][cH:11]1)=[NH:12].[CH3:28][c:29]1[cH:30][cH:31][cH:32][cH:33][cH:34]1.[CH:13]1([NH2:23])[CH2:14][CH2:15][CH2:16][c:17]2[cH:18][cH:19][cH:20][cH:21][c:22]21.[CH:35]([Cl:36])([Cl:37])[Cl:38].[NH2:24][C:25](=[NH:26])[OH:27]>>[C:1](#[N:2])[NH:3][C:4](=[NH:12])[NH:23][CH:13]1[CH2:14][CH2:15][CH2:16][c:17]2[cH:18][cH:19][cH:20][cH:21][c:22]21. The reactants are ClC1=NC(=NC(=N1)N1[C@H](COCC1)C)N1CCOCC1 (2-chloro-4-[(3S)-3-methylmorpholin-4-yl]-6-morpholin-4-yl-1,3,5-triazine), C([O-])([O-])=O.[Na+].[Na+] (sodium carbonate), NC1=CC=C(C=C1)B1OC(C)(C)C(C)(C)O1 (4-aminophenyl boronic pinacol ester). The reagents and catalysts are C1(=CC=CC=C1)P(C1=CC=CC=C1)C1=CC=CC=C1.[Pd].[Pd].[Pd].[Pd] (tetrakis palladium triphenylphosphine). Run in COCCOC (DME). The product is C[C@@H]1N(CCOC1)C1=NC(=NC(=N1)N1CCOCC1)C1=CC=C(N)C=C1 (4-{4-[(3S)-3-methylmorpholin-4-yl]-6-morpholin-4-yl-1,3,5-triazin-2-yl}aniline). Yield: 71.0%. As a reaction SMILES: Cl[C:2]1[N:7]=[C:6]([N:8]2[CH2:13][CH2:12][O:11][CH2:10][C@@H:9]2[CH3:14])[N:5]=[C:4]([N:15]2[CH2:20][CH2:19][O:18][CH2:17][CH2:16]2)[N:3]=1.C(=O)([O-])[O-].[Na+].[Na+].[NH2:27][C:28]1[CH:33]=[CH:32][C:31](B2OC(C)(C)C(C)(C)O2)=[CH:30][CH:29]=1>COCCOC.C1(P(C2C=CC=CC=2)C2C=CC=CC=2)C=CC=CC=1.[Pd].[Pd].[Pd].[Pd]>[CH3:14][C@H:9]1[CH2:10][O:11][CH2:12][CH2:13][N:8]1[C:6]1[N:5]=[C:4]([N:15]2[CH2:20][CH2:19][O:18][CH2:17][CH2:16]2)[N:3]=[C:2]([C:31]2[CH:32]=[CH:33][C:28]([NH2:27])=[CH:29][CH:30]=2)[N:7]=1 |f:1.2.3,6.7.8.9.10|. Procedure details: A mixture of 2-chloro-4-[(3S)-3-methylmorpholin-4-yl]-6-morpholin-4-yl-1,3,5-triazine (1.26, 4.2 mmol), sodium carbonate solution (2M, 2 mL), tetrakis palladium triphenylphosphine 70 mg (catalytic amount) and 4-aminophenyl boronic pinacol ester (1.37 g, 6.3 mmoles) in DME (100 mL) was heated to reflux for 24 hours. The solvent was evaporated, the residue was re-dissolved in methylene chloride and filtered through Celite™. The solvent was evaporated and the residue was chromatographed on silica g... Reactants: BrC1=CC2=CC=C(C=C2C=C1)OC1CCC(CC1)C(C)(C)C (2-Bromo-6-(4-tert-butyl-cyclohexyloxy)-naphthalene), FC(C(=O)N(C)OC)(F)F (2,2,2-Trifluoro-N-methoxy-N-methyl-acetamide). The solvent is C1CCOC1 (THF), C1CCOC1 (THF). Reaction conditions: temperature -78 celsius, time 15 minute. Product: C(C)(C)(C)C1CCC(CC1)OC=1C=C2C=CC(=CC2=CC1)C(C(F)(F)F)=O (1-[6-(4-tert-Butyl-cyclohexyloxy)-naphthalen-2-yl]-2,2,2-trifluoro-ethanone). As a reaction SMILES: Br[C:2]1[CH:11]=[CH:10][C:9]2[C:4](=[CH:5][CH:6]=[C:7]([O:12][CH:13]3[CH2:18][CH2:17][CH:16]([C:19]([CH3:22])([CH3:21])[CH3:20])[CH2:15][CH2:14]3)[CH:8]=2)[CH:3]=1.[F:23][C:24]([F:32])([F:31])[C:25](N(OC)C)=[O:26]>C1COCC1>[C:19]([CH:16]1[CH2:15][CH2:14][CH:13]([O:12][C:7]2[CH:8]=[C:9]3[C:4](=[CH:5][CH:6]=2)[CH:3]=[C:2]([C:25](=[O:26])[C:24]([F:32])([F:31])[F:23])[CH:11]=[CH:10]3)[CH2:18][CH2:17]1)([CH3:20])([CH3:21])[CH3:22]. Reported procedure: To a solution of 2-Bromo-6-(4-tert-butyl-cyclohexyloxy)-naphthalene (2 g, 0.006 mol) in 15 mL dry THF stirring at −78° C., was added dropwise. The reaction was then stirred at −78° C. for 15 minutes, yellow color results. 2,2,2-Trifluoro-N-methoxy-N-methyl-acetamide (1.0 mL, 0.0083 mol) in 10 mL THF was then added dropwise while the reaction was stirred at −78° C. Once all of the starting material was added reaction the reaction was allowed to warm to room temperature while stirring for 2 hours.... Starting materials: CC1=NC2=CC=CC=C2C=C1NC(OC1=CC=CC=C1)=O (Phenyl N-(2-methylquinolin-3-yl)carbamate), FC1=C(C=CC=C1)N1CCNCC1 (1-(2-fluorophenyl)piperazine). Product: CC1=NC2=CC=CC=C2C=C1NC(=O)N1CCN(CC1)C1=C(C=CC=C1)F (1-[(2-Methylquinolin-3-yl)aminocarbonyl]-4-(2-fluorophenyl)piperazine). Yield: 84.0%. Reaction SMILES: [CH3:1][C:2]1[C:11]([NH:12][C:13](=[O:21])OC2C=CC=CC=2)=[CH:10][C:9]2[C:4](=[CH:5][CH:6]=[CH:7][CH:8]=2)[N:3]=1.[F:22][C:23]1[CH:28]=[CH:27][CH:26]=[CH:25][C:24]=1[N:29]1[CH2:34][CH2:33][NH:32][CH2:31][CH2:30]1>>[CH3:1][C:2]1[C:11]([NH:12][C:13]([N:32]2[CH2:31][CH2:30][N:29]([C:24]3[CH:25]=[CH:26][CH:27]=[CH:28][C:23]=3[F:22])[CH2:34][CH2:33]2)=[O:21])=[CH:10][C:9]2[C:4](=[CH:5][CH:6]=[CH:7][CH:8]=2)[N:3]=1. Procedure: Phenyl N-(2-methylquinolin-3-yl)carbamate and 1-(2-fluorophenyl)piperazine were reacted by the same way with the example 114 to obtain the titled compound. Yields the product S1C(=NC2=C1C=CC=C2)C(C2=CC=CC=C2)NC2=CC=NC=C2 (N-[α-(2-benzthiazolyl)benzyl]-4-pyridinamine). Reaction SMILES: [S:1]1[C:5]2[CH:6]=[CH:7][CH:8]=[CH:9][C:4]=2[N:3]=[C:2]1[Li].[CH:11](=[N:18][C:19]1[CH:24]=[CH:23][N:22]=[CH:21][CH:20]=1)[C:12]1[CH:17]=[CH:16][CH:15]=[CH:14][CH:13]=1>>[S:1]1[C:5]2[CH:6]=[CH:7][CH:8]=[CH:9][C:4]=2[N:3]=[C:2]1[CH:11]([NH:18][C:19]1[CH:24]=[CH:23][N:22]=[CH:21][CH:20]=1)[C:12]1[CH:13]=[CH:14][CH:15]=[CH:16][CH:17]=1. The reactants are S1C(=NC2=C1C=CC=C2)[Li] (2-benzthiazolyl lithium), C(C1=CC=CC=C1)=NC1=CC=NC=C1 (4-benzylideneaminopyridine). Procedure: The title compound is prepared in a manner similar to Examples 5, 6 and 7 by reacting 2-benzthiazolyl lithium (formed by treating benzothiazole with butyl lithium) and 4-benzylideneaminopyridine.